This data is from the Open Reaction Database (ORD), a public repository of structured organic reaction records. The task is: describe an organic reaction: reactants, conditions, products, and yield Starting materials: CC(=O)OC1CCC2(C)C(=CCC3C2CCC2(C)C(C(C)C(=O)O)CCC32)C1, Cc1ccc(S(=O)(=O)N(C)N=O)cc1, C=[N+]=[N-]. Yields the product COC(=O)C(C)C1CCC2C3CC=C4CC(OC(C)=O)CCC4(C)C3CCC12C. As a reaction SMILES: [C:18]([CH3:19])(=[O:20])[O:21][CH:22]1[CH2:23][C:24]2=[CH:25][CH2:26][CH:27]3[CH:28]4[CH2:29][CH2:30][CH:31]([CH:32]([CH3:33])[C:34](=[O:35])[OH:36])[C:37]4([CH3:45])[CH2:38][CH2:39][CH:40]3[C:41]2([CH3:44])[CH2:42][CH2:43]1.[CH3:4][N:5]([N:6]=[O:7])[S:8]([c:9]1[cH:10][cH:11][c:12]([CH3:13])[cH:14][cH:15]1)(=[O:16])=[O:17].[N+:1](=[CH2:2])=[N-:3]>>[CH3:4][O:35][C:34]([CH:32]([CH:31]1[CH2:30][CH2:29][CH:28]2[CH:27]3[CH2:26][CH:25]=[C:24]4[CH2:23][CH:22]([O:21][C:18]([CH3:19])=[O:20])[CH2:43][CH2:42][C:41]4([CH3:44])[CH:40]3[CH2:39][CH2:38][C:37]21[CH3:45])[CH3:33])=[O:36]. Starting materials: ClC1C(OCCC1)C1=CC=CC=C1 (3-chloro-2-phenyltetrahydropyran), C=1(C(=CC=CC1)C)C (xylene), [Na] (sodium), halide, C=1(C(=CC=CC1)C)C (xylene), C(C)O (ethanol). The solvent is O (water), CCOCC (ether). Product: C1(=CC=CC=C1)/C=C/CCCO (trans5-phenyl-4-penten-1-ol). The yield is 29.0%. As a reaction SMILES: C1(C)C(C)=CC=CC=1.[Na].Cl[CH:11]1[CH2:16][CH2:15][CH2:14][O:13][CH:12]1[C:17]1[CH:22]=[CH:21][CH:20]=[CH:19][CH:18]=1.C(O)C>CCOCC.O>[C:17]1(/[CH:12]=[CH:11]/[CH2:16][CH2:15][CH2:14][OH:13])[CH:22]=[CH:21][CH:20]=[CH:19][CH:18]=1 |^1:8|. Procedure: Into a flask fitted with dropping funnel, mechanical stirrer and reflux condenser with nitrogen inlet was introduced 2 ml of dry xylene (a) and 69 g (3.0 g-atom) of sodium (b). The xylene was heated until the metal softened, the heating mantel removed, the flask briskly shaken to divide the sodium into sand-like particles and the flask allowed to cool. The xylene was removed and the sodium sand washed with dry ether (3×100 ml) and the finely divided metal residue covered with 1.2 liters of dry e... Starting materials: C(CCCCCCCCC)NC (decylmethylamine), C(CCCCCC(C)C)Cl (isononyl chloride), [OH-].[Na+] (caustic soda). Conditions: temperature 190 celsius. The product is C(CCCCCCCCC)N(C)CCCCCCC(C)C (decylisononylmethylamine). Isolated yield 83.0%. Reaction SMILES: [CH2:1]([NH:11][CH3:12])[CH2:2][CH2:3][CH2:4][CH2:5][CH2:6][CH2:7][CH2:8][CH2:9][CH3:10].[CH2:13](Cl)[CH2:14][CH2:15][CH2:16][CH2:17][CH2:18][CH:19]([CH3:21])[CH3:20].[OH-].[Na+]>>[CH2:1]([N:11]([CH2:13][CH2:14][CH2:15][CH2:16][CH2:17][CH2:18][CH:19]([CH3:21])[CH3:20])[CH3:12])[CH2:2][CH2:3][CH2:4][CH2:5][CH2:6][CH2:7][CH2:8][CH2:9][CH3:10] |f:2.3|. Reported procedure: A mixture of 300 moles of decylmethylamine, 300 moles of isononyl chloride and 350 moles of 50% caustic soda, contained in a 50 gallon reactor, was heated for 6 hours at a temperature of 190° C. The organic mixture was cooled, washed with water and further purified by fractional distillation. The amination process afforded a yield of 83% decylisononylmethylamine. When nonyl chloride is used instead of isononyl chloride, the product is decylnonylmethylamine. The reactants are CC(O)=S, [K+], [K+], O=C([O-])[O-], CC1(COS(C)(=O)=O)CCCN(CC2COc3ccccc3O2)C1, CN(C)C=O. Yields the product CC(=O)SCC1(C)CCCN(CC2COc3ccccc3O2)C1. As a reaction SMILES: [C:25]([CH3:26])(=[S:27])[OH:28].[K+:29].[K+:30].[O-:31][C:32]([O-:33])=[O:34].[O:1]1[CH:2]([CH2:11][N:12]2[CH2:13][C:14]([CH3:18])([CH2:19][O:20][S:21]([CH3:22])(=[O:23])=[O:24])[CH2:15][CH2:16][CH2:17]2)[CH2:3][O:4][c:5]2[c:6]1[cH:7][cH:8][cH:9][cH:10]2.[O:35]=[CH:36][N:37]([CH3:38])[CH3:39]>>[O:1]1[CH:2]([CH2:11][N:12]2[CH2:13][C:14]([CH3:18])([CH2:19][S:27][C:25]([CH3:26])=[O:28])[CH2:15][CH2:16][CH2:17]2)[CH2:3][O:4][c:5]2[c:6]1[cH:7][cH:8][cH:9][cH:10]2. The reactants are C(C)OC(C1=CC=C(C=C1)C1=CC=2C(N(C=NC2OC=2C(=C3C=C(NC3=CC2)C)F)CC2=CC=C(C=C2)OC)=N1)=O (4-[4-(4-fluoro-2-methyl-1H-indol-5-yloxy)-1-(4-methoxy-benzyl)-1H-pyrrolo[2,3-d]pyrimidin-6-yl]-benzoic acid ethyl ester). Reagents/catalysts: [Pd] (Pd/C). The solvent is C1CCOC1 (THF), CN1C(N(CC1)C)=O (1,3-dimethyl-2-imidazolidinone). Yields the product C(C)OC(C1=CC=C(C=C1)C1=CC2=C(N=CN=C2OC=2C(=C3C=C(NC3=CC2)C)F)N1)=O (4-[4-(4-Fluoro-2-methyl-1H-indol-5-yloxy)-7H-pyrrolo[2,3-d]pyrimidin-6-yl]-benzoic acid ethyl ester). As a reaction SMILES: [CH2:1]([O:3][C:4](=[O:41])[C:5]1[CH:10]=[CH:9][C:8]([C:11]2[N:40]=[C:14]3[N:15](CC4C=CC(OC)=CC=4)[CH:16]=[N:17][C:18]([O:19][C:20]4[C:21]([F:30])=[C:22]5[C:26](=[CH:27][CH:28]=4)[NH:25][C:24]([CH3:29])=[CH:23]5)=[C:13]3[CH:12]=2)=[CH:7][CH:6]=1)[CH3:2]>C1COCC1.CN1CCN(C)C1=O.[Pd]>[CH2:1]([O:3][C:4](=[O:41])[C:5]1[CH:6]=[CH:7][C:8]([C:11]2[NH:40][C:14]3[N:15]=[CH:16][N:17]=[C:18]([O:19][C:20]4[C:21]([F:30])=[C:22]5[C:26](=[CH:27][CH:28]=4)[NH:25][C:24]([CH3:29])=[CH:23]5)[C:13]=3[CH:12]=2)=[CH:9][CH:10]=1)[CH3:2]. Reported procedure: Hydrogenation of 0.50 g (0.91 mMol) of 4-[4-(4-fluoro-2-methyl-1H-indol-5-yloxy)-1-(4-methoxy-benzyl)-1H-pyrrolo[2,3-d]pyrimidin-6-yl]-benzoic acid ethyl ester in 150 ml of THF and 15 ml of 1,3-dimethyl-2-imidazolidinone in the presence of 0.2 g of Pd/C (10%; “Engelhard 5125”), filtration and concentration gives the crude product. Stirrng in THF/water, filtration and washing with water gives the title compound; MS-ES+: (M+H)+=431; elemental analysis for C, H, N, and ,F within 0.4%; of calculated... Starting materials: CC1=CC=C(C=C1)S(=O)(=O)OCC1COC2=C(O1)C=C(C=C2)[N+](=O)[O-] ([7-nitro-2,3-dihydro-1,4-benzodioxin-2-yl]methyl 4-methylbenzenesulfonate), C(C1=CC=CC=C1)N (benzylamine). The solvent is CCCCCCC (heptane). Reaction conditions: temperature 95 celsius. Yields the product C(C1=CC=CC=C1)NCC1COC2=C(O1)C=C(C=C2)[N+](=O)[O-] (N-benzyl-1-[7-nitro-2,3-dihydro-1,4-benzodioxin-2-yl]methanamine). Isolated yield 98.5%. Reaction SMILES: CC1C=CC(S(O[CH2:12][CH:13]2[O:18][C:17]3[CH:19]=[C:20]([N+:23]([O-:25])=[O:24])[CH:21]=[CH:22][C:16]=3[O:15][CH2:14]2)(=O)=O)=CC=1.[CH2:26]([NH2:33])[C:27]1[CH:32]=[CH:31][CH:30]=[CH:29][CH:28]=1>CCCCCCC>[CH2:26]([NH:33][CH2:12][CH:13]1[O:18][C:17]2[CH:19]=[C:20]([N+:23]([O-:25])=[O:24])[CH:21]=[CH:22][C:16]=2[O:15][CH2:14]1)[C:27]1[CH:32]=[CH:31][CH:30]=[CH:29][CH:28]=1. Reported procedure: A 200 mL round bottomed flask equipped with a magnetic stir bar is charged with [7-nitro-2,3-dihydro-1,4-benzodioxin-2-yl]methyl 4-methylbenzenesulfonate (40.0 g, 110 mmol) and benzylamine (35.2 g, 328 mmol). The mixture is heated to 95° C. for 3 h, and then heating is discontinued. Once the temperature of the solution is 80° C., heptane (300 mL) is added slowly, with rapid stirring. Once the suspension is cooled to rt, the solid is collected by vacuum filtration, and the filter cake is washed s...